From a dataset of the Open Reaction Database (ORD), a public repository of structured organic reaction records. describe an organic reaction: reactants, conditions, products, and yield Starting materials: Cl.Cl.N[C@H]([C@@H](C(=O)NC1CC1)O)CC ((2S,3S)-3-amino-N-cyclopropyl-2-hydroxypentanamide dihydrochloride), OC[C@H](C)NC(OC(C)(C)C)=O ((S)-tert-butyl 1-hydroxypropan-2-ylcarbamate). The product is Cl.Cl.N[C@H]([C@@H](C(=O)NC1CC1)O)C ((2S,3S)-3-Amino-N-cyclopropyl-2-hydroxybutanamide dihydrochloride). Reaction SMILES: [ClH:1].Cl.[NH2:3][C@@H:4]([CH2:13]C)[C@H:5]([OH:12])[C:6]([NH:8][CH:9]1[CH2:11][CH2:10]1)=[O:7].OC[C@@H](NC(=O)OC(C)(C)C)C>>[ClH:1].[ClH:1].[NH2:3][C@@H:4]([CH3:13])[C@H:5]([OH:12])[C:6]([NH:8][CH:9]1[CH2:10][CH2:11]1)=[O:7] |f:0.1.2,4.5.6|. Reported procedure: The title compound was prepared in analogy to (2S,3S)-3-amino-N-cyclopropyl-2-hydroxypentanamide dihydrochloride, Representative Procedure A, starting with (S)-tert-butyl 1-hydroxypropan-2-ylcarbamate in the second step (A2).